This data is from the Open Reaction Database (ORD), a public repository of structured organic reaction records. The task is: describe an organic reaction: reactants, conditions, products, and yield Starting materials: COC1=C(C=CC=C1)SCCCN(C(NC=1SC(=CN1)SC(C(=O)O)(C)C)=O)[C@@H]1CC[C@H](CC1)C (2-{2-[3-[3-(2-methoxy-phenylsulfanyl)-propyl]-3-(trans-4-methyl-cyclohexyl)-ureido]-thiazol-5-ylsulfanyl}-2-methyl-propionic acid), FC1=C(C=CC=C1)S (2-fluoro-thiophenol), C(C)OC(C(C)(C)SC1=CN=C(S1)N)=O (2-(2-amino-thiazol-5-ylsulfanyl)-2-methyl-propionic acid ethyl ester). Yields the product FC1=C(C=CC=C1)SCCCN(C(NC=1SC(=CN1)SC(C(=O)O)(C)C)=O)[C@@H]1CC[C@H](CC1)C (2-{2-[3-[3-(2-Fluoro-phenylsulfanyl)-propyl]-3-(trans-4-methyl-cyclohexyl)-ureido]-thiazol-5-ylsulfanyl}-2-methyl-propionic acid). As a reaction SMILES: CO[C:3]1[CH:8]=[CH:7][CH:6]=[CH:5][C:4]=1[S:9][CH2:10][CH2:11][CH2:12][N:13]([C@H:29]1[CH2:34][CH2:33][C@H:32]([CH3:35])[CH2:31][CH2:30]1)[C:14](=[O:28])[NH:15][C:16]1[S:17][C:18]([S:21][C:22]([CH3:27])([CH3:26])[C:23]([OH:25])=[O:24])=[CH:19][N:20]=1.[F:36]C1C=CC=CC=1S.C(OC(=O)C(SC1SC(N)=NC=1)(C)C)C>>[F:36][C:3]1[CH:8]=[CH:7][CH:6]=[CH:5][C:4]=1[S:9][CH2:10][CH2:11][CH2:12][N:13]([C@H:29]1[CH2:34][CH2:33][C@H:32]([CH3:35])[CH2:31][CH2:30]1)[C:14](=[O:28])[NH:15][C:16]1[S:17][C:18]([S:21][C:22]([CH3:27])([CH3:26])[C:23]([OH:25])=[O:24])=[CH:19][N:20]=1. Procedure details: The compound was prepared following an analogous procedure to the one described for the synthesis 2-{2-[3-[3-(2-methoxy-phenylsulfanyl)-propyl]-3-(trans-4-methyl-cyclohexyl)-ureido]-thiazol-5-ylsulfanyl}-2-methyl-propionic acid using 2-fluoro-thiophenol and 2-(2-amino-thiazol-5-ylsulfanyl)-2-methyl-propionic acid ethyl ester.